The task is: describe an organic reaction: reactants, conditions, products, and yield. This data is from the Open Reaction Database (ORD), a public repository of structured organic reaction records. The reactants are [Cl-].[Al+3].[Cl-].[Cl-] (aluminium chloride), FC1=C(C=C(C(=C1F)F)F)C(F)(F)F (2,3,4,5-tetrafluoro-benzotrifluoride), ice. The solvent is C(Cl)Cl (methylene chloride). Procedure details: 85 g (0.64 mol) of aluminium chloride (anhydrous) are initially introduced into 500 ml of methylene chloride, and 109 g (0.5 mol) of 2,3,4,5-tetrafluoro-benzotrifluoride are added dropwise at room temperature, while stirring. The mixture is then subsequently stirred at 40° C. for 1 hour, allowed to cool and poured onto 600 g of ice, the organic phase is separated off, the aqueous phase is extracted with ether and the combined phases are washed with water and dried over anhydrous magnesium sulpha... Product: FC1=C(C=C(C(=C1F)F)F)C(Cl)(Cl)Cl (2,3,4,5-Tetrafluoro-benzotrichloride). As a reaction SMILES: [Cl-:1].[Al+3].[Cl-:3].[Cl-:4].[F:5][C:6]1[C:11]([F:12])=[C:10]([F:13])[C:9]([F:14])=[CH:8][C:7]=1[C:15](F)(F)F>C(Cl)Cl>[F:5][C:6]1[C:11]([F:12])=[C:10]([F:13])[C:9]([F:14])=[CH:8][C:7]=1[C:15]([Cl:4])([Cl:3])[Cl:1] |f:0.1.2.3|. Starting materials: C(=O)(O)C1=CC=C(OCCN2C=NC=C2)C=C1 (1-[2-(4-carboxyphenoxy)ethyl]imidazole), N,N'-carbonyldiimidazole, C1(=CC=CC=C1)S(=O)(=O)N (benzenesulphonamide). Solvent: CN(C=O)C.O (N,N-dimethylformamide H2O). Yields the product C1(=CC=CC=C1)S(=O)(=O)N=C(O)C1=CC=C(C=C1)OCCN1C=NC=C1 (N-benzenesulphonyl-4-[2-(1-imidazolyl)ethoxy]benzenecarboximidic acid). RXN SMILES: [C:1]([C:4]1[CH:17]=[CH:16][C:7]([O:8][CH2:9][CH2:10][N:11]2[CH:15]=[CH:14][N:13]=[CH:12]2)=[CH:6][CH:5]=1)([OH:3])=O.[C:18]1([S:24]([NH2:27])(=[O:26])=[O:25])[CH:23]=[CH:22][CH:21]=[CH:20][CH:19]=1>CN(C)C=O.O>[C:18]1([S:24]([N:27]=[C:1]([C:4]2[CH:17]=[CH:16][C:7]([O:8][CH2:9][CH2:10][N:11]3[CH:15]=[CH:14][N:13]=[CH:12]3)=[CH:6][CH:5]=2)[OH:3])(=[O:26])=[O:25])[CH:23]=[CH:22][CH:21]=[CH:20][CH:19]=1 |f:2.3|. Procedure details: Treatment of 1-[2-(4-carboxyphenoxy)ethyl]imidazole with N,N'-carbonyldiimidazole followed by benzenesulphonamide as described in Example 36 above gave N-benzenesulphonyl-4-[2-(1-imidazolyl)ethoxy]benzenecarboximidic acid, m.p. 250°-252° C. (from N,N-dimethylformamide/H2O). Found: C, 58.17; H, 4.60; N, 11.08. C18H17N3O4S requires: C, 58.21; H, 4.61; N, 11.31%. The reactants are C(C1=CC=CC=C1)N1N=NN=C1C1=C(C=CC=C1C)NS(=O)(=O)C1=CC=CC=C1 (N-[2-(1-Benzyl-1H-tetrazol-5-yl)-3-methylphenyl]-benzenesulfonamide), C(C1=CC=CC=C1)N1N=NN=C1C1=C(C=CC=C1C)NS(=O)(=O)C1=CC=CC=C1 (N-[2-(1-Benzyl-1H-tetrazol-5-yl)-3-methylphenyl]-benzenesulfonamide), [H][H] (hydrogen). Reagents/catalysts: [Pd] (Palladium on carbon). The solvent is C(C)(=O)OCC (ethyl acetate). Reaction conditions: time 7 day. Product: CC=1C(=C(C=CC1)NS(=O)(=O)C1=CC=CC=C1)C1=NN=NN1 (N-[3-Methyl-2-(1H-tetrazol-5-yl)-phenyl]-benzenesulfonamide). Yield: 205.7%. Reaction SMILES: C([N:8]1[C:12]([C:13]2[C:18]([CH3:19])=[CH:17][CH:16]=[CH:15][C:14]=2[NH:20][S:21]([C:24]2[CH:29]=[CH:28][CH:27]=[CH:26][CH:25]=2)(=[O:23])=[O:22])=[N:11][N:10]=[N:9]1)C1C=CC=CC=1.[H][H]>C(OCC)(=O)C.[Pd]>[CH3:19][C:18]1[C:13]([C:12]2[NH:8][N:9]=[N:10][N:11]=2)=[C:14]([NH:20][S:21]([C:24]2[CH:29]=[CH:28][CH:27]=[CH:26][CH:25]=2)(=[O:23])=[O:22])[CH:15]=[CH:16][CH:17]=1. Procedure details: N-[2-(1-Benzyl-1H-tetrazol-5-yl)-3-methylphenyl]-benzenesulfonamide (Intermediate 15, 0.05 g) was dissolved in ethyl acetate (10 mL) under a nitrogen atmosphere. Palladium on carbon (10%, 0.02 g) was added and the nitrogen atmosphere was replaced by hydrogen. The mixture was stirred for 7 days and then filtered through celite and the solvent was removed by evaporation under vacuum. The residue was purified by preparative HPLC (C18). The fractions containing the desired product were combined, and... Starting materials: C(C1=CC=CC=C1)NC(=O)C1=C(N=C(S1)Br)C (N-benzyl-2-bromo-4-methylthiazole-5-carboxamide), C(C1=CC=CC=C1)N1C(NCC1)=NC#N (N-(1-benzylimidazolidin-2-ylidene)cyanamide), C1(C(CCCC1)N)N (cyclohexane-1,2-diamine), C([O-])([O-])=O.[K+].[K+] (potassium carbonate). The reagents and catalysts are [Cu]I (copper(I) iodide). Run in CN(C=O)C (N,N-dimethylformamide). Yields the product C(C1=CC=CC=C1)NC(=O)C1=C(N=C(S1)N1C(N(CC1)CC1=CC=CC=C1)=NC#N)C (N-benzyl-2-(3-benzyl-2-(cyanoimino)imidazolidin-1-yl)-4-methylthiazole-5-carboxamide). Isolated yield 8.0%. RXN SMILES: [CH2:1]([NH:8][C:9]([C:11]1[S:15][C:14](Br)=[N:13][C:12]=1[CH3:17])=[O:10])[C:2]1[CH:7]=[CH:6][CH:5]=[CH:4][CH:3]=1.[CH2:18]([N:25]1[CH2:29][CH2:28][NH:27][C:26]1=[N:30][C:31]#[N:32])[C:19]1[CH:24]=[CH:23][CH:22]=[CH:21][CH:20]=1.C1(N)CCCCC1N.C(=O)([O-])[O-].[K+].[K+]>CN(C)C=O.[Cu]I>[CH2:1]([NH:8][C:9]([C:11]1[S:15][C:14]([N:27]2[CH2:28][CH2:29][N:25]([CH2:18][C:19]3[CH:24]=[CH:23][CH:22]=[CH:21][CH:20]=3)[C:26]2=[N:30][C:31]#[N:32])=[N:13][C:12]=1[CH3:17])=[O:10])[C:2]1[CH:7]=[CH:6][CH:5]=[CH:4][CH:3]=1 |f:3.4.5|. Procedure: A mixture of N-benzyl-2-bromo-4-methylthiazole-5-carboxamide (0.25 g, 0.80 mmol). N-(1-benzylimidazolidin-2-ylidene)cyanamide (0.18 g, 0.88 mmol), copper(I) iodide (0.030 g, 0.16 mmol), cyclohexane-1,2-diamine (0.018 g, 0.16 mmol) and potassium carbonate (0.17 g, 1.20 mmol) in anhydrous N,N-dimethylformamide (15 mL) was heated at 100° C. under nitrogen atmosphere for 16 hours. The solvent was removed in vacuo diluted with ethyl acetate (250 mL), washed with saturated sodium bicarbonate solution ...